Dataset: the Open Reaction Database (ORD), a public repository of structured organic reaction records. Task: describe an organic reaction: reactants, conditions, products, and yield Starting materials: C([O-])([O-])=O.[Na+].[Na+] (sodium carbonate), NC1=NC(=CC=C1)Br (2-amino-6-bromopyridine), C([O-])(O)=O.[Na+] (sodium bicarbonate), C(C)(=O)OC1=C(C(=O)NC2=C(C(=O)OC(C)(C)C)C=CC(=C2)C2=CC=CC=C2)C=C(C=C1)B1OC(C(O1)(C)C)(C)C (tert-butyl 2-(2-acetoxy-5-(4,4,5,5-tetramethyl-1,3,2-dioxaborolan-2-yl)benzamido)-4-phenylbenzoate). Reagents/catalysts: Cl[Pd]([P](C1=CC=CC=C1)(C2=CC=CC=C2)C3=CC=CC=C3)([P](C4=CC=CC=C4)(C5=CC=CC=C5)C6=CC=CC=C6)Cl (bis(triphenylphosphine)palladium(II) dichloride), Cl[Pd]([P](C1=CC=CC=C1)(C2=CC=CC=C2)C3=CC=CC=C3)([P](C4=CC=CC=C4)(C5=CC=CC=C5)C6=CC=CC=C6)Cl (bis(triphenylphosphine)palladium(II) dichloride). Run in CO (methanol), COCCOC (ethylene glycol dimethyl ether), O (Water), C(C)(=O)OCC (ethyl acetate), O (water). The product is NC1=CC=CC(=N1)C=1C=CC(=C(C(=O)NC2=C(C(=O)OC(C)(C)C)C=CC(=C2)C2=CC=CC=C2)C1)O (tert-butyl 2-(5-(6-aminopyridin-2-yl)-2-hydroxybenzamido)-4-phenylbenzoate). Yield: 46.3%. RXN SMILES: [NH2:1][C:2]1[CH:7]=[CH:6][CH:5]=[C:4](Br)[N:3]=1.C(=O)(O)[O-].[Na+].C([O:17][C:18]1[CH:45]=[CH:44][C:43](B2OC(C)(C)C(C)(C)O2)=[CH:42][C:19]=1[C:20]([NH:22][C:23]1[CH:35]=[C:34]([C:36]2[CH:41]=[CH:40][CH:39]=[CH:38][CH:37]=2)[CH:33]=[CH:32][C:24]=1[C:25]([O:27][C:28]([CH3:31])([CH3:30])[CH3:29])=[O:26])=[O:21])(=O)C.C(=O)([O-])[O-].[Na+].[Na+]>Cl[Pd](Cl)([P](C1C=CC=CC=1)(C1C=CC=CC=1)C1C=CC=CC=1)[P](C1C=CC=CC=1)(C1C=CC=CC=1)C1C=CC=CC=1.C(OCC)(=O)C.O.CO.COCCOC>[NH2:1][C:2]1[N:3]=[C:4]([C:43]2[CH:44]=[CH:45][C:18]([OH:17])=[C:19]([CH:42]=2)[C:20]([NH:22][C:23]2[CH:35]=[C:34]([C:36]3[CH:41]=[CH:40][CH:39]=[CH:38][CH:37]=3)[CH:33]=[CH:32][C:24]=2[C:25]([O:27][C:28]([CH3:31])([CH3:30])[CH3:29])=[O:26])=[O:21])[CH:5]=[CH:6][CH:7]=1 |f:1.2,4.5.6,^1:63,82|. Reported procedure: Water (0.3 mL), 2-amino-6-bromopyridine (0.037 g), sodium bicarbonate (0.036 g), and bis(triphenylphosphine)palladium(II) dichloride (5.0 mg) were added to an ethylene glycol dimethyl ether (1 mL) suspension of tert-butyl 2-(2-acetoxy-5-(4,4,5,5-tetramethyl-1,3,2-dioxaborolan-2-yl)benzamido)-4-phenylbenzoate (0.080 g), followed by heating to reflux under a nitrogen atmosphere for 1 hour and 30 minutes. The reaction mixture was cooled to room temperature, and then bis(triphenylphosphine)palladium... The reactants are CC=1C(=C(C(=O)OC)C=CC1)[N+](=O)[O-] (methyl 3-methyl-2-nitrobenzoate), CNCCN (N-methylethylene diamine). Reaction conditions: temperature 190 celsius. The product is CN1C(=NCC1)C1=C(C(=CC=C1)C)[N+](=O)[O-] (4,5-Dihydro-1-methyl-2-(3-methyl-2-nitrophenyl)-1H-imidazole). Isolated yield 75.0%. Reaction SMILES: [CH3:1][C:2]1[C:3]([N+:12]([O-:14])=[O:13])=[C:4]([CH:9]=[CH:10][CH:11]=1)[C:5](OC)=O.[CH3:15][NH:16][CH2:17][CH2:18][NH2:19]>>[CH3:15][N:16]1[CH2:17][CH2:18][N:19]=[C:5]1[C:4]1[CH:9]=[CH:10][CH:11]=[C:2]([CH3:1])[C:3]=1[N+:12]([O-:14])=[O:13]. Procedure details: A solution of methyl 3-methyl-2-nitrobenzoate (3.0 g, 15.4 mmol) in N-methylethylene diamine (5 g, 68 mmol) was heated at reflux for 1.5 hour, at which point the solvent was removed at 130° C. under reduced pressure. The residue was then heated at 190° C. for 1.25 hour before being cooled on ice to give the title compound of Step A (75% pure) as a brown oil. The reactants are C(O)([O-])=O.[Na+] (sodium hydrogen carbonate), N(C1=CC=CC=C1)C1CCC(N2C1=NC=C(C2=O)C(=O)O)C (9-anilino-6-methyl-4-oxo-6,7,8,9-tetrahydro-4H-pyrido[1,2-a]pyrimidine-3-carboxylic acid). Solvent: O (water). Yields the product N(C1=CC=CC=C1)C1=CCC(N2C1=NC=C(C2=O)C(=O)O)C (9-anilino-6-methyl-4-oxo-6,7-dihydro-4H-pyrido[1,2-a]pyrimidine-3-carboxylic acid). The yield is 65.5%. As a reaction SMILES: C(=O)([O-])O.[Na+].[NH:6]([CH:13]1[C:18]2=[N:19][CH:20]=[C:21]([C:24]([OH:26])=[O:25])[C:22](=[O:23])[N:17]2[CH:16]([CH3:27])[CH2:15][CH2:14]1)[C:7]1[CH:12]=[CH:11][CH:10]=[CH:9][CH:8]=1>O>[NH:6]([C:13]1[C:18]2=[N:19][CH:20]=[C:21]([C:24]([OH:26])=[O:25])[C:22](=[O:23])[N:17]2[CH:16]([CH3:27])[CH2:15][CH:14]=1)[C:7]1[CH:12]=[CH:11][CH:10]=[CH:9][CH:8]=1 |f:0.1|. Procedure details: To a solution of 0.4 g. of sodium hydrogen carbonate in 20 ml. of water 1.0 g. (3.34 mmoles) of 9-anilino-6-methyl-4-oxo-6,7,8,9-tetrahydro-4H-pyrido[1,2-a]pyrimidine-3-carboxylic acid is added. The suspension is stirred at 80°-90° C., while air is bubbled through the mixture. The solids are dissolved and the solution is then stirred for half an hour and allowed to cool to room temperature. The pH-value is adjusted to 2 by the addition of a 5% by weight solution of hydrochloric acid. The precipi... Starting materials: NC1=NC(=CC(=N1)Cl)Cl (2-amino-4,6-dichloropyrimidine), [K].S(N)(=O)(=O)C1=CC=C(C=C1)NC(C)=O (N-(4-sulfamoyl-phenyl)-acetamide potassium salt). Run in CN1C(CCC1)=O (1-methyl-2-pyrrolidone). Yields the product NC1=NC(=CC(=N1)NS(=O)(=O)C1=CC=C(C=C1)NC(C)=O)Cl (N-[4-(2-amino-6-chloro-pyrimidin-4-yisulfamoyl)-phenyl]-acetamide). Isolated yield 66.8%. Reaction SMILES: [NH2:1][C:2]1[N:7]=[C:6]([Cl:8])[CH:5]=[C:4](Cl)[N:3]=1.[K].[S:11]([C:15]1[CH:20]=[CH:19][C:18]([NH:21][C:22](=[O:24])[CH3:23])=[CH:17][CH:16]=1)(=[O:14])(=[O:13])[NH2:12]>CN1CCCC1=O>[NH2:1][C:2]1[N:3]=[C:4]([NH:12][S:11]([C:15]2[CH:16]=[CH:17][C:18]([NH:21][C:22](=[O:24])[CH3:23])=[CH:19][CH:20]=2)(=[O:13])=[O:14])[CH:5]=[C:6]([Cl:8])[N:7]=1 |f:1.2,^1:9|. Procedure: 0.98 g (0.006 mol) of 2-amino-4,6-dichloropyrimidine and 3.03 g (0.012 mol) of N-(4-sulfamoyl-phenyl)-acetamide potassium salt were stirred in 10 ml of 1-methyl-2-pyrrolidone at 140° C. for 8 hours. Then, the solvent was distilled off in a high vacuum, the residue was partitioned in ethyl acetate/water, the inorganic phase was saturated with sodium chloride and the remaining ethyl acetate dissolved in the aqueous was distilled off on a rotary evaporator. The aqueous phase was made acid with 1N H... The reactants are COc1ccc(CCN)cc1, Cl, O, CSc1nc(O)c(NC(=O)c2ccco2)c(O)n1. Yields the product COc1ccc(CCNc2nc(O)c(NC(=O)c3ccco3)c(O)n2)cc1. RXN SMILES: [CH3:19][O:20][c:21]1[cH:22][cH:23][c:24]([CH2:25][CH2:26][NH2:27])[cH:28][cH:29]1.[ClH:30].[OH2:31].[OH:1][c:2]1[n:3][c:4]([S:17][CH3:18])[n:5][c:6]([OH:16])[c:7]1[NH:8][C:9](=[O:10])[c:11]1[o:12][cH:13][cH:14][cH:15]1>>[OH:1][c:2]1[n:3][c:4]([NH:27][CH2:26][CH2:25][c:24]2[cH:23][cH:22][c:21]([O:20][CH3:19])[cH:29][cH:28]2)[n:5][c:6]([OH:16])[c:7]1[NH:8][C:9](=[O:10])[c:11]1[o:12][cH:13][cH:14][cH:15]1. Starting materials: [I-].[I-].[I-].C(CC)N(CCC)C=1C=CC2=NC3=CC=CC=C3[S+]=C2C1.C(CC)N(CCC)C=1C=CC2=NC3=CC=CC=C3[S+]=C2C1.C(CC)N(CCC)C=1C=CC2=NC3=CC=CC=C3[S+]=C2C1 (3-(N,N-dipropylamino)-phenothiazin-5-ium triiodide), C(C)NCC (diethylamine). The product is [I-].C(C)N(CC)C=1C=CC2=NC3=CC=C(C=C3[S+]=C2C1)N(CCC)CCC (3-(N,N-diethylamino)-7-(N,N-dipropylamino)-phenothiazin-5-ium iodide). RXN SMILES: [I-:1].[I-].[I-].[CH2:4]([N:7]([C:11]1[CH:12]=[CH:13][C:14]2[C:23]([CH:24]=1)=[S+:22][C:21]1[C:16](=[CH:17][CH:18]=[CH:19][CH:20]=1)[N:15]=2)[CH2:8][CH2:9][CH3:10])[CH2:5][CH3:6].[CH2:25]([N:28](C1C=CC2C(C=1)=[S+]C1C(=CC=CC=1)N=2)[CH2:29][CH2:30]C)[CH2:26]C.C(N(C1C=CC2C(C=1)=[S+]C1C(=CC=CC=1)N=2)CCC)CC.C(NCC)C>>[I-:1].[CH2:25]([N:28]([C:19]1[CH:18]=[CH:17][C:16]2[C:21]([CH:20]=1)=[S+:22][C:23]1[C:14](=[CH:13][CH:12]=[C:11]([N:7]([CH2:8][CH2:9][CH3:10])[CH2:4][CH2:5][CH3:6])[CH:24]=1)[N:15]=2)[CH2:29][CH3:30])[CH3:26] |f:0.1.2.3.4.5,7.8|. Procedure: This compound was obtained following isolation of 3-(N,N-dipropylamino)-phenothiazin-5-ium triiodide and subsequent treatment with diethylamine. Precipitation from dichloromethane by addition of diethyl ether yielded purple lustrous crystals. Mass spectrometry: C22H30N3OS requires m/z=368; found m/z=368 (I− not detected by mass spectrometry). Reactants: C=CCCCCCCCCC(=O)Cl, ClCCl, CC(O)C1CCC2C3CCC4N(C)C(=O)CCC4(C)C3CCC12C, c1ccncc1. Product: C=CCCCCCCCCC(=O)OC(C)C1CCC2C3CCC4N(C)C(=O)CCC4(C)C3CCC12C. Reaction SMILES: [C:31]([CH2:32][CH2:33][CH2:34][CH2:35][CH2:36][CH2:37][CH2:38][CH2:39][CH:40]=[CH2:41])(=[O:42])[Cl:43].[CH2:44]([Cl:45])[Cl:46].[OH:1][CH:2]([CH3:3])[CH:4]1[CH2:5][CH2:6][CH:7]2[CH:8]3[CH2:9][CH2:10][CH:11]4[N:12]([CH3:24])[C:13](=[O:23])[CH2:14][CH2:15][C:16]4([CH3:17])[CH:18]3[CH2:19][CH2:20][C:21]12[CH3:22].[cH:25]1[cH:26][cH:27][n:28][cH:29][cH:30]1>>[O:1]([CH:2]([CH3:3])[CH:4]1[CH2:5][CH2:6][CH:7]2[CH:8]3[CH2:9][CH2:10][CH:11]4[N:12]([CH3:24])[C:13](=[O:23])[CH2:14][CH2:15][C:16]4([CH3:17])[CH:18]3[CH2:19][CH2:20][C:21]12[CH3:22])[C:31]([CH2:32][CH2:33][CH2:34][CH2:35][CH2:36][CH2:37][CH2:38][CH2:39][CH:40]=[CH2:41])=[O:42]. Starting materials: Cc1c(F)cc(C(=O)NC2CC2)cc1-n1ccnc(NC(c2ccccc2)C(C)CO)c1=O, ClCCl. The product is Cc1c(F)cc(C(=O)NC2CC2)cc1-n1ccnc(NC(c2ccccc2)C(C)C=O)c1=O. RXN SMILES: [CH:1]1([NH:4][C:5]([c:6]2[cH:7][c:8]([F:32])[c:9]([CH3:31])[c:10](-[n:12]3[c:13](=[O:30])[c:14]([NH:18][CH:19]([CH:20]([CH2:21][OH:22])[CH3:23])[c:24]4[cH:25][cH:26][cH:27][cH:28][cH:29]4)[n:15][cH:16][cH:17]3)[cH:11]2)=[O:33])[CH2:2][CH2:3]1.[Cl:34][CH2:35][Cl:36]>>[CH:1]1([NH:4][C:5]([c:6]2[cH:7][c:8]([F:32])[c:9]([CH3:31])[c:10](-[n:12]3[c:13](=[O:30])[c:14]([NH:18][CH:19]([CH:20]([CH:21]=[O:22])[CH3:23])[c:24]4[cH:25][cH:26][cH:27][cH:28][cH:29]4)[n:15][cH:16][cH:17]3)[cH:11]2)=[O:33])[CH2:2][CH2:3]1. Reactants: BrCC#CCCCCCCCCCCCC (1-Bromo-2-pentadecyne), C1(=CC=CC=C1)P(C1=CC=CC=C1)C1=CC=CC=C1 (triphenylphosphine). Solvent: CCOCC (ether). Product: [Br-].C(C#CCCCCCCCCCCCC)[P+](C1=CC=CC=C1)(C1=CC=CC=C1)C1=CC=CC=C1 (pentadec-2-ynyl-triphenylphosphonium bromide). RXN SMILES: [Br:1][CH2:2][C:3]#[C:4][CH2:5][CH2:6][CH2:7][CH2:8][CH2:9][CH2:10][CH2:11][CH2:12][CH2:13][CH2:14][CH2:15][CH3:16].[C:17]1([P:23]([C:30]2[CH:35]=[CH:34][CH:33]=[CH:32][CH:31]=2)[C:24]2[CH:29]=[CH:28][CH:27]=[CH:26][CH:25]=2)[CH:22]=[CH:21][CH:20]=[CH:19][CH:18]=1>CCOCC>[Br-:1].[CH2:2]([P+:23]([C:24]1[CH:25]=[CH:26][CH:27]=[CH:28][CH:29]=1)([C:30]1[CH:35]=[CH:34][CH:33]=[CH:32][CH:31]=1)[C:17]1[CH:18]=[CH:19][CH:20]=[CH:21][CH:22]=1)[C:3]#[C:4][CH2:5][CH2:6][CH2:7][CH2:8][CH2:9][CH2:10][CH2:11][CH2:12][CH2:13][CH2:14][CH2:15][CH3:16] |f:3.4|. Procedure details: 1-Bromo-2-pentadecyne (0.01 mole) and triphenylphosphine (0.01 mole) are mixed in ether to give pentadec-2-ynyl-triphenylphosphonium bromide. The salt (0.01 mole) is dissolved in absolute ethanol containing one equivalent of sodium ethoxide. Ethyl 5-oxopentanoate (0.01 mole) is added and the mixture is refluxed for 24 hours to give a mixture of cis-and-trans ethyl 5-eicosen-7-ynoate. The isomers are separated by chromatography and the trans isomer is converted to 5-hydroxy-6-(1,4-dimethyl-5-carb... Reactants: COc1ccc(S(=O)(=O)Cl)c(OC)c1, CO, CN(C)C=O, CCOC(C)=O, CCOc1ncccc1C1(CC(=O)N2CCN(C3CCN(C)CC3)CC2)C(=O)Nc2cc(F)c(Cl)cc21, ClCCl, [H-], [Na+], O. Yields the product CCOc1ncccc1C1(CC(=O)N2CCN(C3CCN(C)CC3)CC2)C(=O)N(S(=O)(=O)c2ccc(OC)cc2OC)c2cc(F)c(Cl)cc21. Reaction SMILES: [CH3:3][O:4][c:5]1[c:6]([S:13](=[O:14])(=[O:15])[Cl:16])[cH:7][cH:8][c:9]([O:11][CH3:12])[cH:10]1.[CH3:54][OH:55].[CH3:59][N:60]([CH3:61])[CH:62]=[O:63].[CH3:64][CH2:65][O:66][C:67](=[O:68])[CH3:69].[Cl:17][c:18]1[cH:19][c:20]2[c:24]([cH:25][c:26]1[F:27])[NH:23][C:22](=[O:28])[C:21]2([CH2:29][C:30](=[O:31])[N:32]1[CH2:33][CH2:34][N:35]([CH:38]2[CH2:39][CH2:40][N:41]([CH3:44])[CH2:42][CH2:43]2)[CH2:36][CH2:37]1)[c:45]1[c:46]([O:51][CH2:52][CH3:53])[n:47][cH:48][cH:49][cH:50]1.[Cl:56][CH2:57][Cl:58].[H-:1].[Na+:2].[OH2:70]>>[CH3:3][O:4][c:5]1[c:6]([S:13](=[O:14])(=[O:15])[N:23]2[C:22](=[O:28])[C:21]([CH2:29][C:30](=[O:31])[N:32]3[CH2:33][CH2:34][N:35]([CH:38]4[CH2:39][CH2:40][N:41]([CH3:44])[CH2:42][CH2:43]4)[CH2:36][CH2:37]3)([c:45]3[c:46]([O:51][CH2:52][CH3:53])[n:47][cH:48][cH:49][cH:50]3)[c:20]3[cH:19][c:18]([Cl:17])[c:26]([F:27])[cH:25][c:24]32)[cH:7][cH:8][c:9]([O:11][CH3:12])[cH:10]1.